Dataset: the Open Reaction Database (ORD), a public repository of structured organic reaction records. Task: describe an organic reaction: reactants, conditions, products, and yield Reactants: [Li] (lithium), dry liquid, N (ammonia), C=CC(C)=C (isoprene), [Li] (lithium), [Cl-].[NH4+] (ammonium chloride), [Li] (lithium), [Cl-].[NH4+] (ammonium chloride), [Li] (lithium), [Li] (lithium), [Cl-].[NH4+] (ammonium chloride), [Li] (lithium), C1OC2([C@]3(C)[C@@H](CC2)[C@@H]2C=CC4=CC([C@H]5[C@@H]([C@]4(C)[C@H]2CC3)O5)=O)OC1 (17,17-ethylenedioxy-1α,2α-epoxyandrosta-4,6-dien-3-one), [Cl-].[NH4+] (ammonium chloride), [Li] (lithium), [Cl-].[NH4+] (ammonium chloride). Solvent: CCOCC (ether), CCOCC.O1CCCC1 (ether tetrahydrofuran). Run at time 5 minute. Yields the product C1OC2([C@]3(C)[C@@H](CC2)[C@@H]2CC=C4C[C@H](C[C@@H]([C@]4(C)[C@H]2CC3)O)O)OC1 (17,17-ethylenedioxy-1α,3β-dihydroxy-androst-5-ene). Reaction SMILES: [Li].N.[CH2:3]1[CH2:27][O:26][C:5]2([CH2:10][CH2:9][C@H:8]3[C@H:11]4[C@H:21]([CH2:22][CH2:23][C@:6]23[CH3:7])[C@:19]2([CH3:20])[C:14](=[CH:15][C:16](=[O:25])[C@@H:17]3[O:24][C@@H:18]32)[CH:13]=[CH:12]4)[O:4]1.C=CC(=C)C.[Cl-].[NH4+]>CCOCC.O1CCCC1.CCOCC>[CH2:27]1[CH2:3][O:4][C:5]2([CH2:10][CH2:9][C@H:8]3[C@H:11]4[C@H:21]([CH2:22][CH2:23][C@:6]23[CH3:7])[C@:19]2([CH3:20])[C:14]([CH2:15][C@@H:16]([OH:25])[CH2:17][C@@H:18]2[OH:24])=[CH:13][CH2:12]4)[O:26]1 |f:4.5,6.7,^1:0|. Reported procedure: 1.543 g (0.22 g-atom) of lithium are added to 1.3 liters of dry liquid ammonia at -31° C. to -33° C. with stirring in an argon atmosphere. After 5 minutes, there is added dropwise during 40 minutes to the resulting dark blue mixture a solution of 10.83 g (0.0316 mol) of 17,17-ethylenedioxy-1α,2α-epoxyandrosta-4,6-dien-3-one in 765 ml of ether/tetrahydrofuran (2:1). After stirring for 15 minutes, 5.3 ml of isoprene are added dropwise to the mixture. The resulting yellow mixture is treated with st...